From a dataset of the Open Reaction Database (ORD), a public repository of structured organic reaction records. describe an organic reaction: reactants, conditions, products, and yield The solvent is CO (MeOH), O (water). RXN SMILES: O=[C:2]1[CH2:7][CH2:6][N:5]([C:8]2[CH:13]=[CH:12][C:11]([N:14]3[CH2:18][C@H:17]([CH2:19][O:20][C:21]4[CH:25]=[CH:24][O:23][N:22]=4)[O:16][C:15]3=[O:26])=[CH:10][C:9]=2[F:27])[CH2:4][CH2:3]1.C([O-])(=O)C.[NH4+].C([BH3-])#[N:34].[Na+].Cl>CO.O>[NH2:34][C:2]1[CH:3]=[CH:4][N:5]([C:8]2[CH:13]=[CH:12][C:11]([N:14]3[CH2:18][C@H:17]([CH2:19][O:20][C:21]4[CH:25]=[CH:24][O:23][N:22]=4)[O:16][C:15]3=[O:26])=[CH:10][C:9]=2[F:27])[CH2:6][CH:7]=1 |f:1.2,3.4|. Reactants: Cl (hydrochloric acid), C(C)(=O)[O-].[NH4+] (ammonium acetate), C(#N)[BH3-].[Na+] (sodium cyanoborohydride), O=C1CCN(CC1)C1=C(C=C(C=C1)N1C(O[C@H](C1)COC1=NOC=C1)=O)F (3-(4-(4-Oxopiperidin-1-yl)-3-fluorophenyl)-5(R)-(isoxazol-3-yloxymethyl)oxazolidin-2-one). Reported procedure: 3-(4-(4-Oxopiperidin-1-yl)-3-fluorophenyl)-5(R)-(isoxazol-3-yloxymethyl)oxazolidin-2-one (375 mg, 1 mmol) was dissolved in MeOH (10 ml), treated with ammonium acetate (771 mg, 10 mmol) and sodium cyanoborohydride (440 mg, 7 mmol) and refluxed 4 hours. The mixture was neutralised with 1 N hydrochloric acid, water (15 ml) added, and extracted with dichloromethane (3×15 ml), and dried (magnesium sulfate). Evaporation gave the desired product (334 mg). Product: NC1=CCN(C=C1)C1=C(C=C(C=C1)N1C(O[C@H](C1)COC1=NOC=C1)=O)F (3-(4-(4-Aminopiridin-1-yl)-3-fluorophenyl)-5(R)-(isoxazol-3-yloxymethyl)oxazolidin-2-one). Isolated yield 89.7%. Starting materials: C([O-])([O-])=O.[K+].[K+] (potassium carbonate), C([O-])([O-])=O.[Cs+].[Cs+] (caesium carbonate), C(C)(C)I (isopropyl iodide), C(C)(C)(C)OC(N(CC1C2=CC=C(C=C2C1)O)CCC(=O)N1CCC2=C(CC1)C=C(C(=C2)OC)OC)=O (tert-Butyl[3-(7,8-dimethoxy-1,2,4,5-tetrahydro-3H-3-benzazepin-3-yl)-3-oxopropyl]-[(3-hydroxybicyclo[4.2.0]octa-1,3,5-trien-7-yl)methyl]carbamate). Run in CN(C)C=O (DMF), O (water). Reaction conditions: time 24 hour. Yields the product C(C)(C)(C)OC(N(CC1C2=CC=C(C=C2C1)OC(C)C)CCC(=O)N1CCC2=C(CC1)C=C(C(=C2)OC)OC)=O (tert-Butyl[3-(7,8-dimethoxy-1,2,4,5-tetrahydro-3H-3-benzazepin-3-yl)-3-oxopropyl]-[(3-isopropoxybicyclo[4.2.0]octa-1,3,5-trien-7-yl)methyl]carbamate). Reaction SMILES: [C:1]([O:5][C:6](=[O:37])[N:7]([CH2:18][CH2:19][C:20]([N:22]1[CH2:28][CH2:27][C:26]2[CH:29]=[C:30]([O:35][CH3:36])[C:31]([O:33][CH3:34])=[CH:32][C:25]=2[CH2:24][CH2:23]1)=[O:21])[CH2:8][CH:9]1[CH2:16][C:15]2[C:10]1=[CH:11][CH:12]=[C:13]([OH:17])[CH:14]=2)([CH3:4])([CH3:3])[CH3:2].C(=O)([O-])[O-].[K+].[K+].C(=O)([O-])[O-].[Cs+].[Cs+].[CH:50](I)([CH3:52])[CH3:51]>CN(C=O)C.O>[C:1]([O:5][C:6](=[O:37])[N:7]([CH2:18][CH2:19][C:20]([N:22]1[CH2:23][CH2:24][C:25]2[CH:32]=[C:31]([O:33][CH3:34])[C:30]([O:35][CH3:36])=[CH:29][C:26]=2[CH2:27][CH2:28]1)=[O:21])[CH2:8][CH:9]1[CH2:16][C:15]2[C:10]1=[CH:11][CH:12]=[C:13]([O:17][CH:50]([CH3:52])[CH3:51])[CH:14]=2)([CH3:3])([CH3:4])[CH3:2] |f:1.2.3,4.5.6|. Procedure: 1.4 g (2.7 mmoles) of the product of Step 1 are dissolved in 15 mL of DMF. There are then added 740 mg (2 equivalents) of potassium carbonate, 160 mg (0.18 equivalent) of caesium carbonate and 0.54 mL (2 equivalents) of isopropyl iodide. Heating is then carried out at 40° C. for 24 hours. The DMF is evaporated off using a rotary evaporator. The residue obtained is then diluted with water and extracted with CH2Cl2. The organic phase is then dried over MgSO4, filtered and evaporated to dryness. An... Reactants: C(C)(C)(C)OC(NC1=C(C=C(C(=C1)OCC1CC1)C(F)(F)F)[N+](=O)[O-])=O ((5-cyclopropylmethoxy-2-nitro-4-trifluoromethyl-phenyl)-carbamic acid tert-butyl ester). Reagents/catalysts: [Pd] (Pd/C). Product: C(C)(C)(C)OC(NC1=C(C=C(C(=C1)OCC1CC1)C(F)(F)F)N)=O ((2-Amino-5-cyclopropylmethoxy-4-trifluoromethyl-phenyl)-carbamic acid tert-butyl ester), solid. Isolated yield 80.0%. Reaction SMILES: [C:1]([O:5][C:6](=[O:26])[NH:7][C:8]1[CH:13]=[C:12]([O:14][CH2:15][CH:16]2[CH2:18][CH2:17]2)[C:11]([C:19]([F:22])([F:21])[F:20])=[CH:10][C:9]=1[N+:23]([O-])=O)([CH3:4])([CH3:3])[CH3:2]>[Pd]>[C:1]([O:5][C:6](=[O:26])[NH:7][C:8]1[CH:13]=[C:12]([O:14][CH2:15][CH:16]2[CH2:17][CH2:18]2)[C:11]([C:19]([F:22])([F:21])[F:20])=[CH:10][C:9]=1[NH2:23])([CH3:4])([CH3:2])[CH3:3]. Reported procedure: The title compound was prepared from (5-cyclopropylmethoxy-2-nitro-4-trifluoromethyl-phenyl)-carbamic acid tert-butyl ester (Example A23) (5.18 g, 13.8 mmol) by hydrogenation with 10% Pd/C according to the general procedure J (method a). Obtained as a light brown solid (3.80 g, 80%).